This data is from the Open Reaction Database (ORD), a public repository of structured organic reaction records. The task is: describe an organic reaction: reactants, conditions, products, and yield Reactants: C[O-].C(CCC)[Sn+](CCCC)CCCC (Tributyltin methoxide), BrC=1C=C(C(=O)OC)C=CC1 (methyl 3-bromobenzoate), C(C)(=O)OC(=C)C (isopropenyl acetate), [F-].[K+] (potassium fluoride). Reagents/catalysts: C(C)(=O)[O-].[Pd+2].C(C)(=O)[O-] (palladium(II)acetate), C1(=C(C=CC=C1)P(C1=C(C=CC=C1)C)C1=C(C=CC=C1)C)C (tri-ortho-tolylphosphine). Solvent: C1(=CC=CC=C1)C (toluene), C1(=CC=CC=C1)C (toluene). Run at time 2 hour. Product: COC(C1=CC(=CC=C1)CC(C)=O)=O (3-(2-Oxo-propyl)benzoic acid methyl ester). The yield is 94.6%. RXN SMILES: C[O-].C([Sn+](CCCC)CCCC)CCC.Br[C:17]1[CH:18]=[C:19]([CH:24]=[CH:25][CH:26]=1)[C:20]([O:22][CH3:23])=[O:21].C([O:30][C:31]([CH3:33])=[CH2:32])(=O)C.[F-].[K+]>C1(C)C=CC=CC=1.C([O-])(=O)C.[Pd+2].C([O-])(=O)C.C1(C)C=CC=CC=1P(C1C=CC=CC=1C)C1C=CC=CC=1C>[CH3:23][O:22][C:20](=[O:21])[C:19]1[CH:24]=[CH:25][CH:26]=[C:17]([CH2:32][C:31](=[O:30])[CH3:33])[CH:18]=1 |f:0.1,4.5,7.8.9|. Procedure details: Tributyltin methoxide (80.3 mL, 279 mmol), methyl 3-bromobenzoate (53.5 g, 249 mmol), isopropenyl acetate (39.4 ml, 358 mmol), palladium(II)acetate (2.6 g, 11.6 mmol) and tri-ortho-tolylphosphine (7.1 g, 23.2 mmol) were stirred together in toluene (350 mL) at 100° C. under nitrogen for 18 hours. After cooling, the reaction was treated with potassium fluoride solution (4M, 560 ml) and stirred for 2 hours. The resulting mixture was diluted with further toluene (200 mL) and filtered through Celite®... Starting materials: Cl (hydrochloric acid), Cl.C(C)N (ethylamine hydrochloride), C(#N)[BH3-].[Na+] (sodium cyanoborohydride), [N+](=O)([O-])C1=CC=C(C=C1)CCCC(C)=O (5-(4-nitrophenyl)-2-pentanone). Run in CO (methanol). Conditions: time 72 hour. Yields the product C(C)NC(CCCC1=CC=C(C=C1)[N+](=O)[O-])C (N-ethyl-α-methyl-4-nitrobenzenebutanamine). Yield: 89.9%. Reaction SMILES: [N+:1]([C:4]1[CH:9]=[CH:8][C:7]([CH2:10][CH2:11][CH2:12][C:13](=O)[CH3:14])=[CH:6][CH:5]=1)([O-:3])=[O:2].Cl.[CH2:17]([NH2:19])[CH3:18].C([BH3-])#N.[Na+].Cl>CO>[CH2:17]([NH:19][CH:13]([CH3:14])[CH2:12][CH2:11][CH2:10][C:7]1[CH:8]=[CH:9][C:4]([N+:1]([O-:3])=[O:2])=[CH:5][CH:6]=1)[CH3:18] |f:1.2,3.4|. Procedure: A 300 ml round bottom flask fitted with a calcium sulfate drying tube was charged with 6.681 g (0.0322 mol) of 5-(4-nitrophenyl)-2-pentanone in 100 ml of methanol. This mixture was charged with 13.2 g (0.161 mol) of ethylamine hydrochloride and 2.03 g (0.0322 mol) of sodium cyanoborohydride. The resulting suspension was stirred at room temperature over the weekend (about 72 hours) and acidified with concentrated hydrochloric acid. The volatiles were evaporated under reduced pressure and 300 ml o... Product: N#Cc1cc(O)c2cnn(-c3cc(F)c(OCc4ccccc4)c(F)c3)c2c1. Reaction SMILES: [Br:1][c:2]1[c:3]2[cH:4][n:5][n:6](-[c:13]3[cH:14][c:15]([F:28])[c:16]([O:20][CH2:21][c:22]4[cH:23][cH:24][cH:25][cH:26][cH:27]4)[c:17]([F:19])[cH:18]3)[c:7]2[cH:8][c:9]([C:11]#[N:12])[cH:10]1.[C:31]([P:32]([C:33]([CH3:34])([CH3:35])[CH3:36])[c:37]1[cH:38][cH:39][cH:40][cH:41][c:42]1-[c:43]1[c:44]([CH:45]([CH3:46])[CH3:47])[cH:48][c:49]([CH:50]([CH3:51])[CH3:52])[cH:53][c:54]1[CH:55]([CH3:56])[CH3:57])([CH3:58])([CH3:59])[CH3:60].[CH3:68][CH2:69][O:70][C:71](=[O:72])[CH3:73].[K+:30].[O:112]=[C:113]([CH:114]=[CH:115][c:116]1[cH:117][cH:118][cH:119][cH:120][cH:121]1)[CH:122]=[CH:123][c:124]1[cH:125][cH:126][cH:127][cH:128][cH:129]1.[O:61]1[CH2:62][CH2:63][O:64][CH2:65][CH2:66]1.[O:76]=[C:77]([CH:78]=[CH:79][c:80]1[cH:81][cH:82][cH:83][cH:84][cH:85]1)[CH:86]=[CH:87][c:88]1[cH:89][cH:90][cH:91][cH:92][cH:93]1.[O:94]=[C:95]([CH:96]=[CH:97][c:98]1[cH:99][cH:100][cH:101][cH:102][cH:103]1)[CH:104]=[CH:105][c:106]1[cH:107][cH:108][cH:109][cH:110][cH:111]1.[OH-:29].[OH2:67].[Pd:74].[Pd:75]>>[c:2]1([OH:29])[c:3]2[cH:4][n:5][n:6](-[c:13]3[cH:14][c:15]([F:28])[c:16]([O:20][CH2:21][c:22]4[cH:23][cH:24][cH:25][cH:26][cH:27]4)[c:17]([F:19])[cH:18]3)[c:7]2[cH:8][c:9]([C:11]#[N:12])[cH:10]1. The reactants are N#Cc1cc(Br)c2cnn(-c3cc(F)c(OCc4ccccc4)c(F)c3)c2c1, CC(C)c1cc(C(C)C)c(-c2ccccc2P(C(C)(C)C)C(C)(C)C)c(C(C)C)c1, CCOC(C)=O, [K+], O=C(C=Cc1ccccc1)C=Cc1ccccc1, C1COCCO1, O=C(C=Cc1ccccc1)C=Cc1ccccc1, O=C(C=Cc1ccccc1)C=Cc1ccccc1, [OH-], O, [Pd], [Pd]. The reactants are ClC1=CC=C(C=C1)CNC=1N(C=2N(C(C1)=O)CCN2)CC(C)C (7-[(4-Chlorophenyl)Methyl]Amino-2,3-Dihydro-8-(2-Methylpropyl)Imidazo[1,2-a]Pyrimidin-5(8H)-One), N(=O)[O-].[Na+] (sodium nitrite). Run in C(C)(=O)O (acetic acid). Run at temperature 0 celsius. The product is ClC1=CC=C(C=C1)CNC=1N(C=2N(C(C1N=O)=O)CCN2)CC(C)C (7-[(4-Chlorophenyl)Methyl]Amino-2,3-Dihydro-8-(2-Methylpropyl)-6-Nitrosoimidazo[1,2-a]Pyrimidin-5(8H)-One). As a reaction SMILES: [Cl:1][C:2]1[CH:7]=[CH:6][C:5]([CH2:8][NH:9][C:10]2[N:11]([CH2:20][CH:21]([CH3:23])[CH3:22])[C:12]3[N:13]([CH2:17][CH2:18][N:19]=3)[C:14](=[O:16])[CH:15]=2)=[CH:4][CH:3]=1.[N:24]([O-])=[O:25].[Na+]>C(O)(=O)C>[Cl:1][C:2]1[CH:7]=[CH:6][C:5]([CH2:8][NH:9][C:10]2[N:11]([CH2:20][CH:21]([CH3:23])[CH3:22])[C:12]3[N:13]([CH2:17][CH2:18][N:19]=3)[C:14](=[O:16])[C:15]=2[N:24]=[O:25])=[CH:4][CH:3]=1 |f:1.2|. Procedure details: A suspension of the product of Procedure 86 (0.1 mol) in 150 ml. 25% aqueous acetic acid is cooled to 0° C. and treated by dropwise addition of an aqueous solution of sodium nitrite (0.11 mol). After stirring at 0° C. for an hour, the mixture is warmed to room temperature, the solid collected by filtration, washed with water and air dried. Reactants: CC1NCCNC1 (2-methylpiperazine), [Al](C)(C)Cl (Me2AlCl), [Al](CC)(CC)Cl (Et2AlCl), hexanes, C(C1=CC=CC=C1)(=O)OC (methyl benzoate), [OH-].[Na+] (NaOH). Run in C(Cl)Cl (CH2Cl2). The product is C(C1=CC=CC=C1)(=O)N1CCNCC1 (Benzoylpiperazine). The yield is 105129.4%. Reaction SMILES: C[CH:2]1[CH2:7][NH:6][CH2:5][CH2:4][NH:3]1.[Al](Cl)(C)C.[Al](Cl)(CC)CC.[C:18](OC)(=[O:25])[C:19]1[CH:24]=[CH:23][CH:22]=[CH:21][CH:20]=1.[OH-].[Na+]>C(Cl)Cl>[C:18]([N:3]1[CH2:2][CH2:7][NH:6][CH2:5][CH2:4]1)(=[O:25])[C:19]1[CH:24]=[CH:23][CH:22]=[CH:21][CH:20]=1 |f:4.5|. Reported procedure: To a stirred solution of 2-methylpiperazine (10.0 g, 0.1 mol) in dry CH2Cl2 (500 ml) under argon was added a solution of 1.0 M Me2AlCl or Et2AlCl in hexanes (100 ml, 0.1 mmol) and methyl benzoate (12.4 ml, 0.1 mmol) at room temperature. The reaction mixture was then stirred for 2 days before 2N NaOH (200 ml) was added. Aqueous layer was extracted with EtOAc (3×100 ml). The combined organic layer was dried over MgSO4 and concentration of solution provided 20.0 g of crude product (98%), with was p... The reactants are N1=CCC(C=C1)=O (4-pyridone), C[Si](C)(C)N[Si](C)(C)C (HMDS), C(C)(=O)O[C@H]1[C@H](OC(C2=CC=CC=C2)=O)[C@H](OC(C2=CC=CC=C2)=O)[C@H](O1)COC(C1=CC=CC=C1)=O (1-O-acetyl-2,3,5-tri-O-benzoyl-β-D-ribofuranose), [K] (potassium), FC(C(C(C(F)(F)F)(F)F)(F)F)(S(=O)(=O)O)F (perfluorobutanesulfonic acid). Run in C(C)(=O)OCC.CO (ethyl acetate methanol), C(C)#N (acetonitrile). Product: C(C1=CC=CC=C1)(=O)O[C@H]1[C@@H](O[C@@H]([C@H]1OC(C1=CC=CC=C1)=O)COC(C1=CC=CC=C1)=O)N1C=CC(C=C1)=O (1-(2',3',5'-tri-O-benzoyl-β-D-ribofuranosyl)-4-pyridone). Reaction SMILES: [N:1]1[CH:6]=[CH:5][C:4](=[O:7])[CH2:3][CH:2]=1.C(O[C@@H:12]1[O:34][C@H:33]([CH2:35][O:36][C:37](=[O:44])[C:38]2[CH:43]=[CH:42][CH:41]=[CH:40][CH:39]=2)[C@@H:23]([O:24][C:25](=[O:32])[C:26]2[CH:31]=[CH:30][CH:29]=[CH:28][CH:27]=2)[C@H:13]1[O:14][C:15](=[O:22])[C:16]1[CH:21]=[CH:20][CH:19]=[CH:18][CH:17]=1)(=O)C.[K].FC(F)(S(O)(=O)=O)C(F)(F)C(F)(F)C(F)(F)F.C[Si](N[Si](C)(C)C)(C)C>C(OCC)(=O)C.CO.C(#N)C>[C:15]([O:14][C@@H:13]1[C@H:23]([O:24][C:25](=[O:32])[C:26]2[CH:31]=[CH:30][CH:29]=[CH:28][CH:27]=2)[C@@H:33]([CH2:35][O:36][C:37](=[O:44])[C:38]2[CH:39]=[CH:40][CH:41]=[CH:42][CH:43]=2)[O:34][C@H:12]1[N:1]1[CH:2]=[CH:3][C:4](=[O:7])[CH:5]=[CH:6]1)(=[O:22])[C:16]1[CH:21]=[CH:20][CH:19]=[CH:18][CH:17]=1 |f:5.6,^1:44|. Procedure: 0.47 g. (5 mmol) of 4-pyridone, 2.52 g. (5 mmol) of 1-O-acetyl-2,3,5-tri-O-benzoyl-β-D-ribofuranose, and 4.06 g. (12 mmol) of the potassium salt of perfluorobutanesulfonic acid were refluxed with 0.29 g. (1.75 mmol) of HMDS and 1.49 g. (13.75 mmol) of TCS in 70 ml. of absolute acetonitrile for 12 hours. The usual working-up step (Example 1) yielded after chromatography on silica gel with ethyl acetate-methanol (95:5) 65% of amorphous 1-(2',3',5'-tri-O-benzoyl-β-D-ribofuranosyl)-4-pyridone. Reactants: C12(CC3CC(CC(C1)C3)C2)CCC2=C(N=C(N2CC(=O)OC(C)(C)C)C2=C(C=CC=C2)C)C(=O)NC=2C=C(C(=O)O)C=CC2 (3-{[5-(2-Adamantan-1-yl-ethyl)-1-tert-butoxycarbonylmethyl-2-o-tolyl-1H-imidazole-4-carbonyl]-amino}-benzoic Acid), FC(C(=O)O)(F)F (trifluoroacetic acid). The product is FC(C(=O)O)(F)F.C12(CC3CC(CC(C1)C3)C2)CCC2=C(N=C(N2CC(=O)O)C2=C(C=CC=C2)C)C(=O)NC=2C=C(C(=O)O)C=CC2 (3-{[5-(2-Adamantan-1-yl-ethyl)-1-carboxymethyl-2-o-tolyl-1H-imidazole-4-carbonyl]-amino}-benzoic Acid Trifluoroacetic Acid Salt). Reaction SMILES: [C:1]12([CH2:11][CH2:12][C:13]3[N:17]([CH2:18][C:19]([O:21]C(C)(C)C)=[O:20])[C:16]([C:26]4[CH:31]=[CH:30][CH:29]=[CH:28][C:27]=4[CH3:32])=[N:15][C:14]=3[C:33]([NH:35][C:36]3[CH:37]=[C:38]([CH:42]=[CH:43][CH:44]=3)[C:39]([OH:41])=[O:40])=[O:34])[CH2:10][CH:5]3[CH2:6][CH:7]([CH2:9][CH:3]([CH2:4]3)[CH2:2]1)[CH2:8]2.[F:45][C:46]([F:51])([F:50])[C:47]([OH:49])=[O:48]>>[F:45][C:46]([F:51])([F:50])[C:47]([OH:49])=[O:48].[C:1]12([CH2:11][CH2:12][C:13]3[N:17]([CH2:18][C:19]([OH:21])=[O:20])[C:16]([C:26]4[CH:31]=[CH:30][CH:29]=[CH:28][C:27]=4[CH3:32])=[N:15][C:14]=3[C:33]([NH:35][C:36]3[CH:37]=[C:38]([CH:42]=[CH:43][CH:44]=3)[C:39]([OH:41])=[O:40])=[O:34])[CH2:8][CH:7]3[CH2:9][CH:3]([CH2:4][CH:5]([CH2:6]3)[CH2:10]1)[CH2:2]2 |f:2.3|. Reported procedure: A solution of the product of step d (217 mg, 0.36 mmol) in trifluoroacetic acid was stirred at room temperature for 16 h. The trifluoroacetic acid was removed in vacuum, the residue was dissolved in chloroform (15 ml) and the solvent was evaporated to afford the triflouoroacetic acid salt. 1H NMR (300 MHz, d6-DMSO) 9.91 (1H, s), 8.52 (1H, d), 7.96 (1H, d), 7.63 (1H, d), 7.45-7.27 (5H, m), 5.00 (2H, br s), 2.93 (2H, m), 2.17 (3H, s), 1.96 (3H, br s), 1.71-1.54 (12H, m), 1.31 (2H, m). Found: C, 62... Starting materials: C(=O)(OC)C(OC1=C(C=C(C=C1CC=C)CN1C(=NC=2C1=NC(=CC2C)C)CC)Cl)C2=CC=CC=C2 (3-[4-(1-carbomethoxy-1-phenylmethoxy)-3-chloro -5-(prop-2-ene-1-yl)phenylmethyl]-5,7-dimethyl-2-ethyl -3H-imidazo-[4,5-b]pyridine), solution, [OH-].[Na+] (sodium hydroxide), Cl (hydrochloric acid). Run in CO (methanol). Conditions: time 3 hour. The product is C(=O)(O)C(OC1=C(C=C(C=C1CC=C)CN1C(=NC=2C1=NC(=CC2C)C)CC)Cl)C2=CC=CC=C2 (3-[4-(1-carboxy-1-phenylmethoxy )-3-chloro-5-(prop -2-ene-1-yl)phenylmethyl]-5,7-dimethyl-2-ethyl-3H-imidazo[4,5-b]-pyridine). Isolated yield 80.3%. Reaction SMILES: [C:1]([CH:5]([C:31]1[CH:36]=[CH:35][CH:34]=[CH:33][CH:32]=1)[O:6][C:7]1[C:12]([CH2:13][CH:14]=[CH2:15])=[CH:11][C:10]([CH2:16][N:17]2[C:21]3=[N:22][C:23]([CH3:27])=[CH:24][C:25]([CH3:26])=[C:20]3[N:19]=[C:18]2[CH2:28][CH3:29])=[CH:9][C:8]=1[Cl:30])([O:3]C)=[O:2].[OH-].[Na+].Cl>CO>[C:1]([CH:5]([C:31]1[CH:36]=[CH:35][CH:34]=[CH:33][CH:32]=1)[O:6][C:7]1[C:12]([CH2:13][CH:14]=[CH2:15])=[CH:11][C:10]([CH2:16][N:17]2[C:21]3=[N:22][C:23]([CH3:27])=[CH:24][C:25]([CH3:26])=[C:20]3[N:19]=[C:18]2[CH2:28][CH3:29])=[CH:9][C:8]=1[Cl:30])([OH:3])=[O:2] |f:1.2|. Procedure: To a magnetically stirred solution of 0.230 g (0.46 mmol) of the product of Step D in 5.0 mL methanol was added 0.5 mL of a 5.0N solution of sodium hydroxide and the reaction was stirred at room temperature 3 hours. The reaction mixture was adjusted to pH=6 with 1.0N hydrochloric acid and then concentrated in vacuo. The residue was then purified on a silica gel flash chromatography column eluted with CHCl3MeOH--NH4OH (80:15:1). Evaporation of the purified fractions and drying in vacuo afforded 0...